This data is from the Open Reaction Database (ORD), a public repository of structured organic reaction records. The task is: describe an organic reaction: reactants, conditions, products, and yield The reactants are C(C)(C)N(CC)C(C)C (Diisopropylethylamine), ClC1=C(C=CC=C1)/C=C/CO ((E)-3-(2-chlorophenyl)prop-2-en-1-ol), ClCOC (Methyl chloromethyl ether). The solvent is ClCCl (Dichloromethane). Run at temperature 0 celsius. The product is ClC1=C(C=CC=C1)\C=C\COCOC ((E)-1-chloro-2-(3-(methoxymethoxy)prop-1-enyl)benzene). The yield is 92.2%. Reaction SMILES: [Cl:1][C:2]1[CH:7]=[CH:6][CH:5]=[CH:4][C:3]=1/[CH:8]=[CH:9]/[CH2:10][OH:11].C(N(C(C)C)CC)(C)C.Cl[CH2:22][O:23][CH3:24]>ClCCl>[Cl:1][C:2]1[CH:7]=[CH:6][CH:5]=[CH:4][C:3]=1/[CH:8]=[CH:9]/[CH2:10][O:11][CH2:22][O:23][CH3:24]. Procedure details: To a 250 ml round-bottomed flask, (E)-3-(2-chlorophenyl)prop-2-en-1-ol (2.96 g, 17.5 mmol, Preparation example 1) and Dichloromethane (17.5 ml) were added and the reaction mixture was cooled to 0° C. Diisopropylethylamine (6.1 ml, 35.1 mmol) was added and stirred at 0° C. Methyl chloromethyl ether (2.77 ml, 35.1 mmol) was added dropwise and stirred for overnight. The reaction mixture was quenched with 1N NaOH solution, extracted by dichloromethane. The combined organic extracts were dried over a... Starting materials: O=C(Br)C(=O)Br, Cc1c[nH]c(=O)c(=O)n1-c1cccc(C(F)(F)F)c1, ClCCCl, CN(C)C=O. The product is Cc1cnc(Br)c(=O)n1-c1cccc(C(F)(F)F)c1. RXN SMILES: [C:24]([Br:25])(=[O:26])[C:28]([Br:27])=[O:29].[CH3:1][c:2]1[cH:3][nH:4][c:5](=[O:19])[c:6](=[O:18])[n:7]1-[c:8]1[cH:9][c:10]([C:14]([F:15])([F:16])[F:17])[cH:11][cH:12][cH:13]1.[Cl:20][CH2:21][CH2:22][Cl:23].[O:30]=[CH:31][N:32]([CH3:33])[CH3:34]>>[CH3:1][c:2]1[cH:3][n:4][c:5]([Br:27])[c:6](=[O:18])[n:7]1-[c:8]1[cH:9][c:10]([C:14]([F:15])([F:16])[F:17])[cH:11][cH:12][cH:13]1. Reactants: ClC1=C(C(=CC=C1)Cl)Cl (1,2,3-trichlorobenzene), FC(S(=O)(=O)O)(F)F (trifluoromethanesulfonic acid). The solvent is ClCCl (dichloromethane). Product: ClC1=C(C(=C(C=C1)S(=O)(=O)C)Cl)Cl (1,2,3-Trichloro-4-methylsulfonylbenzene). As a reaction SMILES: [Cl:1][C:2]1[CH:7]=[CH:6][CH:5]=[C:4]([Cl:8])[C:3]=1[Cl:9].F[C:11](F)(F)[S:12](O)(=[O:14])=[O:13]>ClCCl>[Cl:1][C:2]1[CH:7]=[CH:6][C:5]([S:12]([CH3:11])(=[O:14])=[O:13])=[C:4]([Cl:8])[C:3]=1[Cl:9]. Procedure: A mixture of 133 g (1.38 mol) of methanesulfonic acid and 67 g (0.56 mol) of thionyl chloride was heated to reflux with stirring for one hour. The temperature increased from 50° C. to 160° C. as the reaction to form methanesulfonic acid anhydride progressed. The resulting mixture was cooled to below 50° C. and then 50.0 g (0.28 mol) of 1,2,3-trichlorobenzene and 4.2 g (0.028 mol) of trifluoromethanesulfonic acid were added. This mixture was heated with stirring and allowed to react at 140° C. fo... The reactants are [OH-].[Na+] (NaOH), C(C)(=O)NC(CCSC)C(=O)O (N-acetyl-D,L-methionine), OS(=O)(=O)O (H2SO4), COC(C(NC(C)=O)CCSC)=O (N-acetyl-D,L-methionine methyl ester). Run in C(C)(=O)O (acetic acid), CO (methanol). Product: C(C)(=O)OC (methyl acetate), C(C)(=O)OC(C)=O (acetic anhydride), [OH-].[Na+] (NaOH). As a reaction SMILES: [OH:1]S(O)(=O)=O.[OH-].[Na+:7].C(N[CH:12]([C:17]([OH:19])=[O:18])CCSC)(=O)C.[CH3:20][O:21][C:22](=[O:32])[CH:23](CCSC)NC(=O)C>C(O)(=O)C.CO>[C:22]([O:21][CH3:20])(=[O:32])[CH3:23].[C:22]([O:19][C:17](=[O:18])[CH3:12])(=[O:21])[CH3:23].[OH-:1].[Na+:7] |f:1.2,9.10|. Procedure: To this solution was added with stirring sufficient anhydrous H2SO4 to neutralize the NaOH and render the solution slightly acidic. Under these conditions the N-acetyl-D,L-methionine was converted to N-acetyl-D,L-methionine methyl ester. The remaining methanol and methyl acetate (formed from the reaction of residual acetic acid and acetic anhydride with NaOH) was removed by warming the mixture under vacuum. The remaining mixture was slurried with chloroform and filtered to removed sodium sulfate... The reactants are FC(S(=O)(=O)OC1=NC(=C(C=C1)N1CCCN2C1=NC1=C2C(=CC=C1Cl)C(C(F)(F)F)OC(F)F)C)(F)F (5-{9-chloro-6-[1-(difluoromethoxy)-2,2,2-trifluoroethyl]-3,4-dihydropyrimido[1,2-a]benzimidazol-1(2H)-yl}-6-methylpyridin-2-yl trifluoromethanesulfonate), CNC (dimethylamine). Reaction conditions: temperature 70 celsius, time 24 hour. The product is ClC1=CC=C(C=2N3C(=NC21)N(CCC3)C=3C=CC(=NC3C)N(C)C)C(C(F)(F)F)OC(F)F (5-{9-Chloro-6-[1-(difluoromethoxy)-2,2,2-trifluoroethyl]-3,4-dihydropyrimido[1,2-a]benzimidazol-1(2H)-yl}-N,N,6-trimethylpyridin-2-amine). The yield is 67.0%. As a reaction SMILES: FC(F)(F)S(O[C:7]1[CH:12]=[CH:11][C:10]([N:13]2[C:18]3=[N:19][C:20]4[C:25]([Cl:26])=[CH:24][CH:23]=[C:22]([CH:27]([O:32][CH:33]([F:35])[F:34])[C:28]([F:31])([F:30])[F:29])[C:21]=4[N:17]3[CH2:16][CH2:15][CH2:14]2)=[C:9]([CH3:36])[N:8]=1)(=O)=O.[CH3:39][NH:40][CH3:41]>>[Cl:26][C:25]1[C:20]2[N:19]=[C:18]3[N:13]([C:10]4[CH:11]=[CH:12][C:7]([N:40]([CH3:41])[CH3:39])=[N:8][C:9]=4[CH3:36])[CH2:14][CH2:15][CH2:16][N:17]3[C:21]=2[C:22]([CH:27]([O:32][CH:33]([F:34])[F:35])[C:28]([F:29])([F:30])[F:31])=[CH:23][CH:24]=1. Procedure: A mixture of 5-{9-chloro-6-[1-(difluoromethoxy)-2,2,2-trifluoroethyl]-3,4-dihydropyrimido[1,2-a]benzimidazol-1(2H)-yl}-6-methylpyridin-2-yl trifluoromethanesulfonate (122.3 mg, 0.206 mmol) and dimethylamine (2.0 M tetrahydrofuran solution, 1.0 mL) was stirred at 70° C. for 24 hrs. The reaction mixture was concentrated in vacuo. The residue was purified by silica gel column chromatography eluting with a 0-40% ethyl acetate/n-hexane gradient mixture. The resulting solid was recrystallized from eth... Procedure details: 1,1,1-Tris[4-(4-nitrophenoxy)phenyl]ethane (Example 1; 3; 5.0 g, 7.5 mmol), THF (50 mL) and 5% palladium on activated carbon (0.50 g) were added to a hydrogenation bottle. The bottle was secured on a Parr hydrogenation apparatus, flushed three times with hydrogen, and then pressurized to 55 psi. After the mixture had been agitated at room temperature for 24 hours under the hydrogen pressure of 55 psi, it was filtered through Celite. The filter cake was washed with THF, and then the filtrate was ... Run in C1CCOC1 (THF). Yield: 97.8%. Run at time 24 hour. Reaction SMILES: [N+:1]([C:4]1[CH:50]=[CH:49][C:7]([O:8][C:9]2[CH:14]=[CH:13][C:12]([C:15]([C:33]3[CH:38]=[CH:37][C:36]([O:39][C:40]4[CH:45]=[CH:44][C:43]([N+:46]([O-])=O)=[CH:42][CH:41]=4)=[CH:35][CH:34]=3)([C:17]3[CH:22]=[CH:21][C:20]([O:23][C:24]4[CH:29]=[CH:28][C:27]([N+:30]([O-])=O)=[CH:26][CH:25]=4)=[CH:19][CH:18]=3)[CH3:16])=[CH:11][CH:10]=2)=[CH:6][CH:5]=1)([O-])=O>[Pd].C1COCC1>[NH2:30][C:27]1[CH:26]=[CH:25][C:24]([O:23][C:20]2[CH:19]=[CH:18][C:17]([C:15]([C:12]3[CH:13]=[CH:14][C:9]([O:8][C:7]4[CH:49]=[CH:50][C:4]([NH2:1])=[CH:5][CH:6]=4)=[CH:10][CH:11]=3)([C:33]3[CH:34]=[CH:35][C:36]([O:39][C:40]4[CH:45]=[CH:44][C:43]([NH2:46])=[CH:42][CH:41]=4)=[CH:37][CH:38]=3)[CH3:16])=[CH:22][CH:21]=2)=[CH:29][CH:28]=1. Yields the product NC1=CC=C(OC2=CC=C(C=C2)C(C)(C2=CC=C(C=C2)OC2=CC=C(C=C2)N)C2=CC=C(C=C2)OC2=CC=C(C=C2)N)C=C1 (1,1,1-Tris[4-(4-aminophenoxy)phenyl]ethane). The reactants are [N+](=O)([O-])C1=CC=C(OC2=CC=C(C=C2)C(C)(C2=CC=C(C=C2)OC2=CC=C(C=C2)[N+](=O)[O-])C2=CC=C(C=C2)OC2=CC=C(C=C2)[N+](=O)[O-])C=C1 (1,1,1-Tris[4-(4-nitrophenoxy)phenyl]ethane). Reagents/catalysts: [Pd] (palladium on activated carbon). The solvent is C(Cl)Cl (CH2Cl2). Run at time 8 hour. Reactants: BrC1=NC(=CC=C1)SC1=CC=CC=C1 (2-Bromo-6-phenylsulfanyl-pyridine), ClC1=CC(=CC=C1)C(=O)OO (m-chloroperbenzoic acid). Yields the product C1(=CC=CC=C1)S(=O)C1=NC(=CC=C1)Br (2-Benzenesulfinyl-6-bromo-pyridine). Reported procedure: 2-Bromo-6-phenylsulfanyl-pyridine (0.5323 g, 2 mmol) was dissolved in CH2Cl2 (20 mL) and m-chloroperbenzoic acid (0.345 g, 2 mmol) was added. The reaction was stirred at room temperature overnight then submitted to aqueous workup and purification on silica gel to give the title compound. RXN SMILES: [Br:1][C:2]1[CH:7]=[CH:6][CH:5]=[C:4]([S:8][C:9]2[CH:14]=[CH:13][CH:12]=[CH:11][CH:10]=2)[N:3]=1.ClC1C=CC=C(C(OO)=[O:23])C=1>C(Cl)Cl>[C:9]1([S:8]([C:4]2[CH:5]=[CH:6][CH:7]=[C:2]([Br:1])[N:3]=2)=[O:23])[CH:10]=[CH:11][CH:12]=[CH:13][CH:14]=1. The reactants are O=[Ag], COC(=O)C1(C=O)CCc2cc(C3CCCCC3)c(Cl)cc21, C1CCOC1, O. The product is COC(=O)C1(C(=O)O)CCc2cc(C3CCCCC3)c(Cl)cc21. Reaction SMILES: [Ag:28]=[O:29].[CH3:1][O:2][C:3](=[O:4])[C:5]1([CH:21]=[O:22])[CH2:6][CH2:7][c:8]2[cH:9][c:10]([CH:15]3[CH2:16][CH2:17][CH2:18][CH2:19][CH2:20]3)[c:11]([Cl:14])[cH:12][c:13]21.[O:23]1[CH2:24][CH2:25][CH2:26][CH2:27]1.[OH2:30]>>[CH3:1][O:2][C:3](=[O:4])[C:5]1([C:21](=[O:22])[OH:23])[CH2:6][CH2:7][c:8]2[cH:9][c:10]([CH:15]3[CH2:16][CH2:17][CH2:18][CH2:19][CH2:20]3)[c:11]([Cl:14])[cH:12][c:13]21. Starting materials: ClC=1C=C(C=CC1)C1C(OC2C1CCCC2)=O (3-(3-chlorophenyl)hexahydro-1-benzofuran-2(3H)-one), aqueous solution, S(O)(O)(=O)=O (sulfuric acid), CC(C)C[AlH]CC(C)C (DiBAL). Run in O1CCCC1 (tetrahydrofuran). Run at temperature -78 celsius, time 2 hour. Product: lactol, ClC=1C=C(C=CC1)C1C(OC2C1CCCC2)O (3-(3-chlorophenyl)octahydro-1-benzofuran-2-ol). As a reaction SMILES: [Cl:1][C:2]1[CH:3]=[C:4]([CH:8]2[CH:12]3[CH2:13][CH2:14][CH2:15][CH2:16][CH:11]3[O:10][C:9]2=[O:17])[CH:5]=[CH:6][CH:7]=1.CC(C[AlH]CC(C)C)C.S(=O)(=O)(O)O>O1CCCC1>[Cl:1][C:2]1[CH:3]=[C:4]([CH:8]2[CH:12]3[CH2:13][CH2:14][CH2:15][CH2:16][CH:11]3[O:10][CH:9]2[OH:17])[CH:5]=[CH:6][CH:7]=1. Procedure: A solution of 3-(3-chlorophenyl)hexahydro-1-benzofuran-2(3H)-one (540 mg, 2.19 mmol) in dry tetrahydrofuran (7 mL) was cooled to −78° C. under nitrogen and was treated dropwise with a solution of DiBAL (1.0 M in toluene, 3.07 mL, 3.07 mmol). The resulting solution was stirred at −78° C. for 2 h, after which time the reaction was treated a 1 M aqueous solution of sulfuric acid to dissolve precipitated salts. The reaction mixture was allowed to warm to room temperature and was partitioned between ... Starting materials: C[Mg]Cl (Methyl magnesium chloride), CeCl3, C1(=CC=CC=C1)C (toluene), FC=1C=C2C=CC(=NC2=CC1F)C=CC=1C=C(C=CC1)[C@H](CCC1=C(C(=O)OCC)C=CC=C1)O (Ethyl 2-(3(S)-(3-(2-(6,7-difluoro-2-quinolinyl)ethenyl)phenyl)-3-hydroxy-propyl)benzoate), CC(=O)O (HOAc), C1(=CC=CC=C1)C (toluene), CeCl3. The solvent is C1CCOC1 (THF). Reaction conditions: temperature 0 celsius, time 2 hour. The product is FC=1C=C2C=CC(=NC2=CC1F)C=CC=1C=C(C=CC1)[C@H](CCC1=C(C=CC=C1)C(C)(C)O)O (2-(2-(3(S)-(3-(2-(6,7-Difluoro-2-quinolinyl)ethenyl)phenyl)-3-hydroxypropyl)phenyl)-2-propanol). Isolated yield 91.0%. RXN SMILES: C[Mg]Cl.[C:4]1(C)C=CC=CC=1.[F:11][C:12]1[CH:13]=[C:14]2[C:19](=[CH:20][C:21]=1[F:22])[N:18]=[C:17]([CH:23]=[CH:24][C:25]1[CH:26]=[C:27]([C@@H:31]([OH:45])[CH2:32][CH2:33][C:34]3[CH:44]=[CH:43][CH:42]=[CH:41][C:35]=3C(OCC)=O)[CH:28]=[CH:29][CH:30]=1)[CH:16]=[CH:15]2.[CH3:46][C:47]([OH:49])=O>C1COCC1>[F:11][C:12]1[CH:13]=[C:14]2[C:19](=[CH:20][C:21]=1[F:22])[N:18]=[C:17]([CH:23]=[CH:24][C:25]1[CH:26]=[C:27]([C@@H:31]([OH:45])[CH2:32][CH2:33][C:34]3[CH:44]=[CH:43][CH:42]=[CH:41][C:35]=3[C:47]([OH:49])([CH3:46])[CH3:4])[CH:28]=[CH:29][CH:30]=1)[CH:16]=[CH:15]2. Procedure details: A mixture of anhydrous CeCl3 (40.5 g, 164 mmol) in THF (500 mL) was refluxed overnight using a Dean Stark trap filled with activated 3 Å molecular sieves. Methyl magnesium chloride (263 mL, 3.0 Molar in THF, 790 mmol) was added dropwise over 30 minutes to the CeCl3 slurry at 0° C. After stirring 2 hours at 0° C., the mixture was cooled to -5° C. and a toluene (600 mL) solution of the hydroxyester (71.8 g, 152 mmol) from Step 5 was added dropwise over 1 hour. The reaction mixture was stirred anot...